This data is from the Open Reaction Database (ORD), a public repository of structured organic reaction records. The task is: describe an organic reaction: reactants, conditions, products, and yield The reactants are CCCC(C)C.C(C)(=O)OCC (isohexane ethyl acetate), C(C)(C)N(C(C)C)CC (N,N-diisopropylethylamine), Cl.CN(CCCN=C=NCC)C (1-(3-Dimethylaminopropyl)-3-ethylcarbodiimide hydrochloride), O.ON1N=NC2=C1C=CC=C2 (1-hydroxybenzotriazole hydrate), COC(C#N)NC1=CC=CC=C1 (2-methoxyphenylamino acetonitrile), C(C)(C)(C)OC(=O)N[C@@H](CC(C)C)C(=O)O (N-tert-butoxycarbonyl L-leucine). Run in O (water), CN(C=O)C (N,N-dimethylformamide). Reaction conditions: time 8 hour. Yields the product C(C)(C)(C)OC(=O)N[C@@H](CC(C)C)C(=O)NC(C1=C(C=CC=C1)OC)C#N (N˜2˜-(tert-Butoxycarbonyl)-N˜1˜-[cyano(2-methoxyphenyl)methyl]-L-leucinamide). Reaction SMILES: Cl.CN(C)CCCN=C=NCC.O.ON1[C:19]2[CH:20]=[CH:21][CH:22]=[CH:23][C:18]=2N=N1.CO[CH:26]([NH:29]C1C=CC=CC=1)[C:27]#[N:28].[C:36]([O:40][C:41]([NH:43][C@H:44]([C:49]([OH:51])=O)[CH2:45][CH:46]([CH3:48])[CH3:47])=[O:42])([CH3:39])([CH3:38])[CH3:37].C(N(CC)C(C)C)(C)C.CCCC(C)C.[C:67](OCC)(=[O:69])C>CN(C)C=O.O>[C:36]([O:40][C:41]([NH:43][C@H:44]([C:49]([NH:29][CH:26]([C:27]#[N:28])[C:18]1[CH:23]=[CH:22][CH:21]=[CH:20][C:19]=1[O:69][CH3:67])=[O:51])[CH2:45][CH:46]([CH3:47])[CH3:48])=[O:42])([CH3:37])([CH3:38])[CH3:39] |f:0.1,2.3,7.8|. Procedure details: 1-(3-Dimethylaminopropyl)-3-ethylcarbodiimide hydrochloride (2.9 g) and 1-hydroxybenzotriazole hydrate (2.0 g) were added to a solution of 2-methoxyphenylamino acetonitrile (2.0 g) and N-tert-butoxycarbonyl L-leucine (2.5 g) in N,N-dimethylformamide (20 ml) at room temperature followed by N,N-diisopropylethylamine (5.3 ml) and stirred at room temperature overnight. The mixture was diluted with water, extracted into ethyl acetate and dried (MgSO4). The solvent was removed under vacuum to leave an...